This data is from the Open Reaction Database (ORD), a public repository of structured organic reaction records. The task is: describe an organic reaction: reactants, conditions, products, and yield Starting materials: C1CO1, CCO, CNCC#CC1=Cc2ccccc2Sc2ccc(Cl)cc21. Product: CN(CC#CC1=Cc2ccccc2Sc2ccc(Cl)cc21)CCO. RXN SMILES: [CH2:1]1[CH2:2][O:3]1.[CH3:25][CH2:26][OH:27].[CH3:4][NH:5][CH2:6][C:7]#[C:8][C:9]1=[CH:10][c:11]2[c:12]([cH:21][cH:22][cH:23][cH:24]2)[S:13][c:14]2[c:15]1[cH:16][c:17]([Cl:20])[cH:18][cH:19]2>>[CH2:1]([CH2:2][N:5]([CH3:4])[CH2:6][C:7]#[C:8][C:9]1=[CH:10][c:11]2[c:12]([cH:21][cH:22][cH:23][cH:24]2)[S:13][c:14]2[c:15]1[cH:16][c:17]([Cl:20])[cH:18][cH:19]2)[OH:3]. Starting materials: ClCCl, Cc1ccc2c(c1)SCC(=O)N2C, Oc1ccccc1, O=S(=O)(Cl)Cl. Product: Cc1ccc2c(c1)SC(c1ccc(O)cc1)C(=O)N2C. RXN SMILES: [CH2:21]([Cl:22])[Cl:23].[CH3:1][N:2]1[C:3](=[O:13])[CH2:4][S:5][c:6]2[c:7]1[cH:8][cH:9][c:10]([CH3:12])[cH:11]2.[OH:14][c:15]1[cH:16][cH:17][cH:18][cH:19][cH:20]1.[S:24]([Cl:25])([Cl:26])(=[O:27])=[O:28]>>[CH3:1][N:2]1[C:3](=[O:13])[CH:4]([c:18]2[cH:17][cH:16][c:15]([OH:14])[cH:20][cH:19]2)[S:5][c:6]2[c:7]1[cH:8][cH:9][c:10]([CH3:12])[cH:11]2. As a reaction SMILES: Cl.[NH2:2][C@H:3]1[CH2:8][CH2:7][C@H:6]([NH:9][C:10]([C:12]2[C:16]3[N:17]=[CH:18][N:19]=[C:20]([C:21]4[C:29]5[O:28][CH2:27][O:26][C:25]=5[CH:24]=[CH:23][C:22]=4[O:30][CH2:31][CH:32]4[CH2:34][CH2:33]4)[C:15]=3[NH:14][C:13]=2[CH3:35])=[O:11])[CH2:5][CH2:4]1.[CH3:36][O:37][CH2:38][C:39](Cl)=[O:40]>>[CH:32]1([CH2:31][O:30][C:22]2[CH:23]=[CH:24][C:25]3[O:26][CH2:27][O:28][C:29]=3[C:21]=2[C:20]2[C:15]3[NH:14][C:13]([CH3:35])=[C:12]([C:10]([NH:9][C@H:6]4[CH2:7][CH2:8][C@H:3]([NH:2][C:39](=[O:40])[CH2:38][O:37][CH3:36])[CH2:4][CH2:5]4)=[O:11])[C:16]=3[N:17]=[CH:18][N:19]=2)[CH2:34][CH2:33]1 |f:0.1|. Product: C1(CC1)COC1=C(C2=C(OCO2)C=C1)C=1C2=C(N=CN1)C(=C(N2)C)C(=O)N[C@@H]2CC[C@H](CC2)NC(COC)=O (4-[5-(Cyclopropylmethoxy)-1,3-benzodioxol-4-yl]-N-{trans-4-[(methoxyacetyl)amino]cyclohexyl}-6-methyl-5H-pyrrolo[3,2-d]pyrimidine-7-carboxamide). Procedure details: Starting from N-(trans-4-aminocyclohexyl)-4-[5-(cyclopropylmethoxy)-1,3-benzodioxol-4-yl]-6-methyl-5H-pyrrolo[3,2-d]pyrimidine-7-carboxamide hydrochloride (example D.f2) and commercially available methoxy-acetyl chloride the title compound is obtained as colorless solid. Starting materials: Cl.N[C@@H]1CC[C@H](CC1)NC(=O)C1=C(NC2=C1N=CN=C2C2=C(C=CC=1OCOC12)OCC1CC1)C (N-(trans-4-aminocyclohexyl)-4-[5-(cyclopropylmethoxy)-1,3-benzodioxol-4-yl]-6-methyl-5H-pyrrolo[3,2-d]pyrimidine-7-carboxamide hydrochloride), COCC(=O)Cl (methoxy-acetyl chloride). Starting materials: CO, CC(C)(C)O, Cl, [K+], [OH-], CCOC(=O)c1nc(-c2ccc(N3CCOCC3)nc2)sc1Nc1cccc(C(CO)N2CCOCC2)n1. The product is O=C(O)c1nc(-c2ccc(N3CCOCC3)nc2)sc1Nc1cccc(C(CO)N2CCOCC2)n1. Reaction SMILES: [CH3:39][OH:40].[CH3:44][C:45]([OH:46])([CH3:47])[CH3:48].[ClH:43].[K+:42].[OH-:41].[OH:1][CH2:2][CH:3]([N:4]1[CH2:5][CH2:6][O:7][CH2:8][CH2:9]1)[c:10]1[cH:11][cH:12][cH:13][c:14]([NH:16][c:17]2[c:18]([C:34](=[O:35])[O:36][CH2:37][CH3:38])[n:19][c:20](-[c:22]3[cH:23][n:24][c:25]([N:28]4[CH2:29][CH2:30][O:31][CH2:32][CH2:33]4)[cH:26][cH:27]3)[s:21]2)[n:15]1>>[OH:1][CH2:2][CH:3]([N:4]1[CH2:5][CH2:6][O:7][CH2:8][CH2:9]1)[c:10]1[cH:11][cH:12][cH:13][c:14]([NH:16][c:17]2[c:18]([C:34](=[O:35])[OH:36])[n:19][c:20](-[c:22]3[cH:23][n:24][c:25]([N:28]4[CH2:29][CH2:30][O:31][CH2:32][CH2:33]4)[cH:26][cH:27]3)[s:21]2)[n:15]1. Reactants: glass, CC1=C(O)C=CC(=C1)O (methylhydroquinone), OC1=CC=C(C=C1)C(C)(C)C1=CC=C(C=C1)O (bisphenol-A), C(OC1=CC=CC=C1)(OC1=CC=CC=C1)=O (diphenyl carbonate). Run at temperature 180 celsius, time 3 hour. Product: CC(C)(C=1C=CC(=CC1)O)C=2C=CC(=CC2)O.COC1=CC=C(C=C1)O (BPA MeHQ). As a reaction SMILES: C[C:2]1[CH:8]=[C:7]([OH:9])[CH:6]=[CH:5][C:3]=1[OH:4].[OH:10][C:11]1[CH:16]=[CH:15][C:14]([C:17]([C:20]2[CH:25]=[CH:24][C:23]([OH:26])=[CH:22][CH:21]=2)([CH3:19])[CH3:18])=[CH:13][CH:12]=1.[C:27](=O)(OC1C=CC=CC=1)OC1C=CC=CC=1>>[CH3:19][C:17]([C:14]1[CH:13]=[CH:12][C:11]([OH:10])=[CH:16][CH:15]=1)([C:20]1[CH:25]=[CH:24][C:23]([OH:26])=[CH:22][CH:21]=1)[CH3:18].[CH3:27][O:9][C:7]1[CH:8]=[CH:2][C:3]([OH:4])=[CH:5][CH:6]=1 |f:3.4|. Procedure: To a 1 L glass reaction vessel, methylhydroquinone (1.045 moles, 129.73 g), bisphenol-A (0.055 moles, 12.56 g) and diphenyl carbonate (1.19 moles, 254.50 g) were added. The system was purged and backfilled with nitrogen three times. The system was heated to about 180° C. to melt the material and stirring began. The molten liquid was light yellow. The catalysts were added (TMAH followed by NaOH) via a syringe. The system underwent all 11 segments shown in Table 1. After about 3 hours, the polymer... Starting materials: NC(=S)N (thiourea), FC(C(C(C(C(C(C(C(F)(F)F)(F)F)(F)F)(F)F)(F)F)(F)F)(F)F)(CCI)F (2-(perfluorooctyl)ethyl iodide). The solvent is C(C)O (ethanol). The product is FC(C(C(C(C(C(C(C(F)(F)F)(F)F)(F)F)(F)F)(F)F)(F)F)(F)F)(CCS)F (2-(perfluorooctyl)ethyl mercaptan). Yield: 93.1%. Reaction SMILES: N[C:2](N)=[S:3].[F:5][C:6]([F:32])([CH2:29]CI)[C:7]([F:28])([F:27])[C:8]([F:26])([F:25])[C:9]([F:24])([F:23])[C:10]([F:22])([F:21])[C:11]([F:20])([F:19])[C:12]([F:18])([F:17])[C:13]([F:16])([F:15])[F:14]>C(O)C>[F:5][C:6]([F:32])([CH2:29][CH2:2][SH:3])[C:7]([F:27])([F:28])[C:8]([F:25])([F:26])[C:9]([F:23])([F:24])[C:10]([F:21])([F:22])[C:11]([F:20])([F:19])[C:12]([F:18])([F:17])[C:13]([F:16])([F:15])[F:14]. Procedure: A mixture of thiourea (105.7 g, 1.39 moles), 2-(perfluorooctyl)ethyl iodide (531.5 g), 0.926 moles) and anhydrous ethanol (1000 mL) was heated at reflux for 6 hours. Approximately half of the alcohol was removed at reduced pressure and replaced with water. Solid sodium hydroxide (37.0 g) was added and the mixture heated under slow nitrogen purge. The volatile liquid products were collected by steam distillation using a modified Dean-Stark apparatus to yield 414 g (93.1 molar yield) of 2-(perfluo... Reactants: C1(=CC=CC=C1)CCCC(=O)OC (methyl 4-phenylbutyrate), C[Si](Cl)(C)C (trimethylchlorosilane), [Li]CCCC (nBuLi), C(C)(C)NC(C)C (diisopropylamine), C1=CC=C(C=C1)S(=O)(=O)N(F)S(=O)(=O)C2=CC=CC=C2 (N-fluorodibenzenesulfonimide). The solvent is C1CCOC1 (THF), C1CCOC1 (THF), C(Cl)Cl (CH2Cl2). Conditions: temperature 0 celsius, time 15 minute. Yields the product COC(C(CCC1=CC=CC=C1)F)=O ((RS)-2-fluoro-4-phenyl-butyric acid methyl ester). The yield is 62.9%. As a reaction SMILES: [Li]CCCC.C(NC(C)C)(C)C.[C:13]1([CH2:19][CH2:20][CH2:21][C:22]([O:24][CH3:25])=[O:23])[CH:18]=[CH:17][CH:16]=[CH:15][CH:14]=1.C[Si](C)(C)Cl.C1C=CC(S(N(S(C2C=CC=CC=2)(=O)=O)[F:41])(=O)=O)=CC=1>C1COCC1.C(Cl)Cl>[CH3:25][O:24][C:22](=[O:23])[CH:21]([F:41])[CH2:20][CH2:19][C:13]1[CH:18]=[CH:17][CH:16]=[CH:15][CH:14]=1. Procedure: nBuLi (13.8 ml, 22 mmol, 1.6 M in hexane) was added dropwise into a 0° C. solution of diisopropylamine (3.39 ml,24 mmol) in THF (34 ml). The reaction mixture was stirred at 0° C. for 15 minutes then cooled to −75 ° C. and treated slowly with a solution of methyl 4-phenylbutyrate (3.56 g, 20 mmol) in THF (10 ml). After 30 minutes stirring at −75° C., trimethylchlorosilane ( 5.06 ml, 40 mmol) was added dropwise and the reaction mixture was allowed to warm up to room temperature. After 30 minutes, ... Reactants: BrC1=COC2=CN=C(C=C21)C(=O)O (3-bromofuro[2,3-c]pyridine-5-carboxylic acid), C(C)(=O)NN (acetohydrazide). Yields the product C(C)(=O)NNC(=O)C=1C=C2C(=CN1)OC=C2Br (N′-acetyl-3-bromofuro[2,3-c]pyridine-5-carbohydrazide). The yield is 95.0%. Reaction SMILES: [Br:1][C:2]1[C:10]2[C:5](=[CH:6][N:7]=[C:8]([C:11]([OH:13])=O)[CH:9]=2)[O:4][CH:3]=1.[C:14]([NH:17][NH2:18])(=[O:16])[CH3:15]>>[C:14]([NH:17][NH:18][C:11]([C:8]1[CH:9]=[C:10]2[C:2]([Br:1])=[CH:3][O:4][C:5]2=[CH:6][N:7]=1)=[O:13])(=[O:16])[CH3:15]. Procedure details: In the same manner as in Reference Example 1 and using 3-bromofuro[2,3-c]pyridine-5-carboxylic acid instead of benzothiazole-6-carboxylic acid and acetohydrazide instead of tert-butyl carbazate, the title compound (yield 95%) was obtained as colorless amorphous. The reactants are C(C)OC(=O)[C@H]1[C@@H](C[C@H](C1)OS(=O)(=O)C)C(=O)N1CC(CC1)(F)F ((1R,2R,4R)-2-(3,3-Difluoro-pyrrolidine-1-carbonyl)-4-methanesulfonyloxy-cyclopentanecarboxylic acid ethyl ester), ClC=1C=CC(=NC1)S (5-chloropyridine-2-thiol), solid. Yields the product C(C)OC(=O)[C@H]1[C@@H](C[C@@H](C1)SC1=NC=C(C=C1)Cl)C(=O)N1CC(CC1)(F)F ((1R,2R,4S)-4-(5-Chloro-pyridin-2-ylsulfanyl)-2-(3,3-difluoro-pyrrolidine-1-carbonyl)-cyclopentanecarboxylic acid ethyl ester). Reaction SMILES: [CH2:1]([O:3][C:4]([C@@H:6]1[CH2:10][C@H:9](OS(C)(=O)=O)[CH2:8][C@H:7]1[C:16]([N:18]1[CH2:22][CH2:21][C:20]([F:24])([F:23])[CH2:19]1)=[O:17])=[O:5])[CH3:2].[Cl:25][C:26]1[CH:27]=[CH:28][C:29]([SH:32])=[N:30][CH:31]=1>>[CH2:1]([O:3][C:4]([C@@H:6]1[CH2:10][C@@H:9]([S:32][C:29]2[CH:28]=[CH:27][C:26]([Cl:25])=[CH:31][N:30]=2)[CH2:8][C@H:7]1[C:16]([N:18]1[CH2:22][CH2:21][C:20]([F:23])([F:24])[CH2:19]1)=[O:17])=[O:5])[CH3:2]. Procedure details: The title compound was prepared in analogy to example 68/69 step 8 using (1R,2R,4R)-2-(3,3-Difluoro-pyrrolidine-1-carbonyl)-4-methanesulfonyloxy-cyclopentanecarboxylic acid ethyl ester (example 186 step 3) and 5-chloropyridine-2-thiol. Yellow solid (83%). MS (EI): 419.1 (M+H)+.